This data is from the Open Reaction Database (ORD), a public repository of structured organic reaction records. The task is: describe an organic reaction: reactants, conditions, products, and yield Reactants: C9H10N2O2, BrC1=CC(=C(N)C=C1)[N+](=O)[O-] (4-bromo-2-nitroaniline), C(C=C)[Sn](CCCC)(CCCC)CCCC (allyltributyltin), [K+].[Br-] (KBr). The product is C(C=C)C1=CC(=C(N)C=C1)[N+](=O)[O-] (4-Allyl-2-nitroaniline). Isolated yield 96.0%. RXN SMILES: Br[C:2]1[CH:8]=[CH:7][C:5]([NH2:6])=[C:4]([N+:9]([O-:11])=[O:10])[CH:3]=1.[CH2:12]([Sn](CCCC)(CCCC)CCCC)[CH:13]=[CH2:14].[K+].[Br-]>>[CH2:14]([C:2]1[CH:8]=[CH:7][C:5]([NH2:6])=[C:4]([N+:9]([O-:11])=[O:10])[CH:3]=1)[CH:13]=[CH2:12] |f:2.3|. Procedure details: Prepared from 4-bromo-2-nitroaniline 17 (1.70 g, 7.84 mmol) and allyltributyltin (3.38 g, 10.2 mmol) as a yellow solid in 96% yield as described above for 5: mp 29°-31° C.; IR (KBr) 3490, 3374, 1638, 1518, 1341, 1253; 1H NMR δ7.90 (1H, d, J=2.0), 7.19 (1H, dd, J=8.5, 2.0), 6.77 (1H, d, J=8,5), 6.05 (NH, brs), 6.00-5.80 (1H, m), 5.11 (1H, dd, =1.4, 1.4), 5.04 (1H, ddd, J=6.6, 3.0, 1.5), 3.28 (1H, d, J=6.6); 13C NMR δ143.81, 137.13, 129.34, 125.59, 119.49, 116.95, 39.18; HRMS (EI) calcd for C9H10N... Reactants: C(C)(C)N(C(C)C)C(=O)N=C=S ((Diisopropylamino)methanoyl isothiocyanate), C(C)(C)N(C(=O)Cl)C(C)C (N,N-diisopropylcarbamic chloride), ClC=1C=C(N)C=CC1OC1=CC=NC2=CC(=C(C=C12)OC)OC (3-Chloro-4-[(6,7-dimethoxy-4-quinolyl)oxy]aniline), C1(=CC=CC=C1)C (toluene). The solvent is C(C)O (ethanol), C(C)O (ethanol). Run at time 2 hour. The product is C(C)(C)N(C(C)C)C(=O)N=C=S ((Diisopropylamino)methanoyl isothiocyanate), ClC=1C=C(C=CC1OC1=CC=NC2=CC(=C(C=C12)OC)OC)NC(=S)NC(=O)N(C(C)C)C(C)C (N-{3-Chloro-4-[(6,7-dimethoxy-4-quinolyl)oxy]phenyl}-{[(diisopropylamino)carbonyl]amino}methanethioamide). Isolated yield 63.0%. As a reaction SMILES: C(N(C(C)C)C(Cl)=O)(C)C.[CH:11]([N:14]([C:18]([N:20]=[C:21]=[S:22])=[O:19])[CH:15]([CH3:17])[CH3:16])([CH3:13])[CH3:12].[Cl:23][C:24]1[CH:25]=[C:26]([CH:28]=[CH:29][C:30]=1[O:31][C:32]1[C:41]2[C:36](=[CH:37][C:38]([O:44][CH3:45])=[C:39]([O:42][CH3:43])[CH:40]=2)[N:35]=[CH:34][CH:33]=1)[NH2:27].C1(C)C=CC=CC=1>C(O)C>[CH:11]([N:14]([C:18]([N:20]=[C:21]=[S:22])=[O:19])[CH:15]([CH3:17])[CH3:16])([CH3:12])[CH3:13].[Cl:23][C:24]1[CH:25]=[C:26]([NH:27][C:21]([NH:20][C:18]([N:14]([CH:15]([CH3:17])[CH3:16])[CH:11]([CH3:12])[CH3:13])=[O:19])=[S:22])[CH:28]=[CH:29][C:30]=1[O:31][C:32]1[C:41]2[C:36](=[CH:37][C:38]([O:44][CH3:45])=[C:39]([O:42][CH3:43])[CH:40]=2)[N:35]=[CH:34][CH:33]=1. Reported procedure: (Diisopropylamino)methanoyl isothiocyanate was prepared using commercially available N,N-diisopropylcarbamic chloride (80 mg) as a starting compound according to the description of the literature. (Diisopropylamino)methanoyl isothiocyanate was dissolved in ethanol (1 ml) to prepare a solution. 3-Chloro-4-[(6,7-dimethoxy-4-quinolyl)oxy]aniline (50 mg), toluene (5 ml), and ethanol (1 ml) were added to the solution, and the mixture was stirred at room temperature for 2 hr. The reaction solution was... Reactants: C1CCNCC1, COC(COc1ccc(C=O)cc1)OC, Cc1cccc[n+]1C, CO, [I-]. Yields the product COC(COc1ccc(C=Cc2cccc[n+]2C)cc1)OC, [I-]. As a reaction SMILES: [CH2:25]1[CH2:26][CH2:27][NH:28][CH2:29][CH2:30]1.[CH3:10][O:11][CH:12]([CH2:13][O:14][c:15]1[cH:16][cH:17][c:18]([CH:19]=[O:20])[cH:21][cH:22]1)[O:23][CH3:24].[CH3:2][n+:3]1[c:4]([CH3:9])[cH:5][cH:6][cH:7][cH:8]1.[CH3:31][OH:32].[I-:1]>>[CH3:2][n+:3]1[c:4]([CH:9]=[CH:19][c:18]2[cH:17][cH:16][c:15]([O:14][CH2:13][CH:12]([O:11][CH3:10])[O:23][CH3:24])[cH:22][cH:21]2)[cH:5][cH:6][cH:7][cH:8]1.[I-:1]. The reactants are C(C)C(CC)C=1C=2N(N=C(C1)C)C(=C(N2)C)I (8-(1-ethyl-propyl)-3-iodo-2,6-dimethyl-imidazo[1,2-b]pyridazine), O1CCN(CC1)C=1SC=C(N1)Cl (2-morpholino-4-chlorothiazole), C([O-])([O-])=O.[Cs+].[Cs+] (cesium carbonate). The reagents and catalysts are [Cu](I)I (Copper iodide), CC(=O)[O-].CC(=O)[O-].[Pd+2] (Pd(OAc)2), C1(=CC=CC=C1)P(C1=CC=CC=C1)C1=CC=CC=C1 (triphenylphosphine), CC(=O)[O-].CC(=O)[O-].[Pd+2] (Pd(OAc)2), C1(=CC=CC=C1)P(C1=CC=CC=C1)C1=CC=CC=C1 (triphenylphosphine). Reaction conditions: temperature 120 celsius, time 16 hour. Yields the product ClC=1N=C(SC1C1=C(N=C2N1N=C(C=C2C(CC)CC)C)C)N2CCOCC2 (N-{4-Chloro-5-[8-(1-ethyl-propyl)-2,6-dimethyl-imidazo[1,2-b]pyridazin-3-yl]-thiazol-2-yl}-morpholine). The yield is 106.5%. As a reaction SMILES: [CH2:1]([CH:3]([C:6]1[C:7]2[N:8]([C:13](I)=[C:14]([CH3:16])[N:15]=2)[N:9]=[C:10]([CH3:12])[CH:11]=1)[CH2:4][CH3:5])[CH3:2].[O:18]1[CH2:23][CH2:22][N:21]([C:24]2[S:25][CH:26]=[C:27]([Cl:29])[N:28]=2)[CH2:20][CH2:19]1.C(=O)([O-])[O-].[Cs+].[Cs+]>CC([O-])=O.CC([O-])=O.[Pd+2].[Cu](I)I.C1(P(C2C=CC=CC=2)C2C=CC=CC=2)C=CC=CC=1>[Cl:29][C:27]1[N:28]=[C:24]([N:21]2[CH2:20][CH2:19][O:18][CH2:23][CH2:22]2)[S:25][C:26]=1[C:13]1[N:8]2[N:9]=[C:10]([CH3:12])[CH:11]=[C:6]([CH:3]([CH2:4][CH3:5])[CH2:1][CH3:2])[C:7]2=[N:15][C:14]=1[CH3:16] |f:2.3.4,5.6.7|. Reported procedure: A 20 L reactor flask under nitrogen is charged with 2900 ml of dry and degassed DMF then with 8-(1-ethyl-propyl)-3-iodo-2,6-dimethyl-imidazo[1,2-b]pyridazine (287 g, 0.836 mol), 2-morpholino-4-chlorothiazole (205.4 g, 1.01 mol, 1.2 equv.), Pd(OAc)2 (3.74 g, 7.91 mmol, 0.01 equiv.), triphenylphosphine (8.77 g, 33.1 mmol, 0.04 equiv.), Copper iodide (8 g, 41.59 mmol, 0.05 equiv.) and cesium carbonate (544.9 g, 1.65 mol). The reaction mixture is heated at 120° C. After 16 h at 120° C., 1.87 g of Pd... Reactants: FC=1C(=NC=C(C1)C(F)(F)F)C(=O)O (3-fluoro-5-(trifluoromethyl)-picolinic acid), mercuric oxide, BrBr (bromine). The solvent is C(Cl)(Cl)(Cl)Cl (carbon tetrachloride), C(Cl)(Cl)(Cl)Cl (carbon tetrachloride), C(Cl)(Cl)(Cl)Cl (carbon tetrachloride). Run at time 16 hour. Yields the product BrC1=NC=C(C=C1F)C(F)(F)F (2-BROMO-3-FLUORO-5-(TRIFLUOROMETHYL)PYRIDINE). Isolated yield 28.7%. Reaction SMILES: [F:1][C:2]1[C:3](C(O)=O)=[N:4][CH:5]=[C:6]([C:8]([F:11])([F:10])[F:9])[CH:7]=1.[Br:15]Br>C(Cl)(Cl)(Cl)Cl>[Br:15][C:3]1[C:2]([F:1])=[CH:7][C:6]([C:8]([F:11])([F:10])[F:9])=[CH:5][N:4]=1. Reported procedure: The 3-fluoro-5-(trifluoromethyl)-picolinic acid (7.35 g, 0.035 mole) staring material was put into 150 ml of dry carbon tetrachloride and then red mercuric oxide (9.1 g, 0.042 mole) was added and the mixture was stirred and refluxed 1 hour and 25 minutes. A solution of bromine (6.7 g, 0.042 mole) in 20 ml of dry carbon tetrachloride was added slowly with the mixture at reflux over the next 2-1/3 hours. Light from a UV lamp was directed on the reaction mixture during the addition and the reaction... The reactants are COc1ccc(-c2cc(-c3ccccn3)nc(-c3cccc(Br)n3)c2)cc1, [C-]#N, CN(C)C=O, N#C[Na]. Product: COc1ccc(-c2cc(-c3ccccn3)nc(-c3cccc(C#N)n3)c2)cc1. RXN SMILES: [Br:1][c:2]1[cH:3][cH:4][cH:5][c:6](-[c:8]2[n:9][c:10](-[c:22]3[n:23][cH:24][cH:25][cH:26][cH:27]3)[cH:11][c:12](-[c:14]3[cH:15][cH:16][c:17]([O:20][CH3:21])[cH:18][cH:19]3)[cH:13]2)[n:7]1.[C-:28]#[N:29].[CH3:33][N:34]([CH3:35])[CH:36]=[O:37].[Na:30][C:31]#[N:32]>>[c:2]1([C:31]#[N:32])[cH:3][cH:4][cH:5][c:6](-[c:8]2[n:9][c:10](-[c:22]3[n:23][cH:24][cH:25][cH:26][cH:27]3)[cH:11][c:12](-[c:14]3[cH:15][cH:16][c:17]([O:20][CH3:21])[cH:18][cH:19]3)[cH:13]2)[n:7]1.